Dataset: the Open Reaction Database (ORD), a public repository of structured organic reaction records. Task: describe an organic reaction: reactants, conditions, products, and yield Yield: 53.5%. Run in O (H2O). As a reaction SMILES: C([O:3][C:4](=[O:27])[CH2:5][C:6]1[C:10]2[CH:11]=[CH:12][C:13]([O:15][CH2:16][C:17]3[CH:22]=[CH:21][C:20]([Cl:23])=[CH:19][C:18]=3[Cl:24])=[CH:14][C:9]=2[S:8](=[O:26])(=[O:25])[CH:7]=1)C.C1COCC1.CO.O.[OH-].[Li+]>O>[Cl:24][C:18]1[CH:19]=[C:20]([Cl:23])[CH:21]=[CH:22][C:17]=1[CH2:16][O:15][C:13]1[CH:12]=[CH:11][C:10]2[C:6]([CH2:5][C:4]([OH:27])=[O:3])=[CH:7][S:8](=[O:26])(=[O:25])[C:9]=2[CH:14]=1 |f:3.4.5|. Starting materials: O.[OH-].[Li+] (lithium hydroxide hydrate), C(C)OC(CC1=CS(C2=C1C=CC(=C2)OCC2=C(C=C(C=C2)Cl)Cl)(=O)=O)=O (ethyl(6-((2,4-dichlorobenzyl)oxy)-1,1-dioxido-1-benzothiophen-3-yl)acetate), C1CCOC1 (THF), CO (MeOH). Reaction conditions: temperature 25 celsius, time 16 hour. Procedure: To a mixture of ethyl(6-((2,4-dichlorobenzyl)oxy)-1,1-dioxido-1-benzothiophen-3-yl)acetate (8.00 g), THF (64 mL), MeOH (64 mL) and H2O (32 mL) was added lithium hydroxide hydrate (1.58 g) and the resulting mixture was stirred at 25° C. for 16 h. The solvent was removed under reduced pressure. The residue was suspended in water, and the mixture was acidified by 6N HCl. The resulting solid was collected by filtration, and dried under reduced pressure to give the title compound (4.00 g). Product: ClC1=C(COC2=CC3=C(C(=CS3(=O)=O)CC(=O)O)C=C2)C=CC(=C1)Cl ((6-((2,4-Dichlorobenzyl)oxy)-1,1-dioxido-1-benzothiophen-3-yl)acetic acid). Starting materials: ClC=1C=C(C=C(C1)Cl)C1(OC2=C(O1)C=CC(=C2)C(=O)O)C2=CC(=CC(=C2)Cl)Cl (2,2-bis-(3,5-dichloro-phenyl)-benzo[1,3]dioxole-5-carboxylic acid), N1CCOCC1 (morpholine). The product is ClC=1C=C(C=C(C1)Cl)C1(OC2=C(O1)C=CC(=C2)C(=O)N2CCOCC2)C2=CC(=CC(=C2)Cl)Cl ([2,2-bis-(3,5-dichloro-phenyl)-benzo[1,3]dioxol-5-yl]-morpholin-4-yl-methanone). Reaction SMILES: [Cl:1][C:2]1[CH:3]=[C:4]([C:9]2([C:21]3[CH:26]=[C:25]([Cl:27])[CH:24]=[C:23]([Cl:28])[CH:22]=3)[O:13][C:12]3[CH:14]=[CH:15][C:16]([C:18]([OH:20])=O)=[CH:17][C:11]=3[O:10]2)[CH:5]=[C:6]([Cl:8])[CH:7]=1.[NH:29]1[CH2:34][CH2:33][O:32][CH2:31][CH2:30]1>>[Cl:1][C:2]1[CH:3]=[C:4]([C:9]2([C:21]3[CH:26]=[C:25]([Cl:27])[CH:24]=[C:23]([Cl:28])[CH:22]=3)[O:13][C:12]3[CH:14]=[CH:15][C:16]([C:18]([N:29]4[CH2:34][CH2:33][O:32][CH2:31][CH2:30]4)=[O:20])=[CH:17][C:11]=3[O:10]2)[CH:5]=[C:6]([Cl:8])[CH:7]=1. Procedure details: This compound was prepared from 2,2-bis-(3,5-dichloro-phenyl)-benzo[1,3]dioxole-5-carboxylic acid and morpholine according to Example 269f; waxy solid, Reactants: C[O-], CO, CNc1cc(F)c(C(=O)OC)cc1[N+](=O)[O-], [Na+]. Product: CNc1cc(OC)c(C(=O)OC)cc1[N+](=O)[O-]. Reaction SMILES: [CH3:17][O-:18].[CH3:20][OH:21].[F:1][c:2]1[c:3]([C:4](=[O:5])[O:6][CH3:7])[cH:8][c:9]([N+:14](=[O:15])[O-:16])[c:10]([NH:12][CH3:13])[cH:11]1.[Na+:19]>>[c:2]1([O:18][CH3:17])[c:3]([C:4](=[O:5])[O:6][CH3:7])[cH:8][c:9]([N+:14](=[O:15])[O-:16])[c:10]([NH:12][CH3:13])[cH:11]1. The reactants are C1=C(C=CC2=CC=CC=C12)COC1=CC=C(C=C1)C(C)=O (4'-(2-naphthalenylmethoxy)acetophenone), C[Si](C)(C)[N-][Si](C)(C)C.[Li+] (lithium bis(trimethylsilyl)amide), Cl[Si](C)(C)C (chlorotrimethylsilane), diethyl ester, C1(=CC=CC=C1)CCSC(C(=O)O)C(=O)O ([(2-phenylethyl)thio]propanedioic acid). The solvent is C1CCOC1 (THF). Product: OC1=C(C(OC(=C1)C1=CC=C(C=C1)OCC1=CC2=CC=CC=C2C=C1)=O)SCCC1=CC=CC=C1 (4-Hydroxy-6-[-4-(2-naphthalenylmethoxy)phenyl]-3-[(2-phenylethyl)thio]-2H-pyran-2-one). As a reaction SMILES: [CH:1]1[C:10]2[C:5](=[CH:6][CH:7]=[CH:8][CH:9]=2)[CH:4]=[CH:3][C:2]=1[CH2:11][O:12][C:13]1[CH:18]=[CH:17][C:16]([C:19](=[O:21])[CH3:20])=[CH:15][CH:14]=1.C[Si]([N-][Si](C)(C)C)(C)C.[Li+].Cl[Si](C)(C)C.[C:37]1([CH2:43][CH2:44][S:45][CH:46]([C:50](O)=[O:51])[C:47](O)=[O:48])[CH:42]=[CH:41][CH:40]=[CH:39][CH:38]=1>C1COCC1>[OH:51][C:50]1[CH:20]=[C:19]([C:16]2[CH:17]=[CH:18][C:13]([O:12][CH2:11][C:2]3[CH:3]=[CH:4][C:5]4[C:10](=[CH:9][CH:8]=[CH:7][CH:6]=4)[CH:1]=3)=[CH:14][CH:15]=2)[O:21][C:47](=[O:48])[C:46]=1[S:45][CH2:44][CH2:43][C:37]1[CH:38]=[CH:39][CH:40]=[CH:41][CH:42]=1 |f:1.2|. Reported procedure: The title compound was prepared by Method A using 4'-(2-naphthalenylmethoxy)acetophenone (1.39 g, 5.06 mmol), lithium bis(trimethylsilyl)amide (0.930 g, 5.56 mmol), chlorotrimethylsilane (0.705 mL, 5.56 mmol), THF (57 mL), and diethyl ester of [(2-phenylethyl)thio]propanedioic acid (1.00 g, 3.37 mmol). m.p. 152-154° C.; 1H NMR (400 MHz, DMSO-d6) δ2.77 (t, 2 H), 2.98 (t, 2 H), 5.38 (s, 2 H), 6.68 (s, 1 H), 7.21 (m, 7 H), 7.54 (m, 2 H), 7.60 (d, 1 H), 7.96 (m, 4 H). Product: CCN(CCCOc1ccc([N+](=O)[O-])cc1)C(=O)OC(C)(C)C. Reactants: CC(C)(C)OC(=O)NCCCOc1ccc([N+](=O)[O-])cc1, [H-], CCI, [Na+], C1CCOC1. As a reaction SMILES: [C:3]([CH3:4])([CH3:5])([CH3:6])[O:7][C:8]([NH:9][CH2:10][CH2:11][CH2:12][O:13][c:14]1[cH:15][cH:16][c:17]([N+:20](=[O:21])[O-:22])[cH:18][cH:19]1)=[O:23].[H-:1].[I:24][CH2:25][CH3:26].[Na+:2].[O:27]1[CH2:28][CH2:29][CH2:30][CH2:31]1>>[C:3]([CH3:4])([CH3:5])([CH3:6])[O:7][C:8]([N:9]([CH2:10][CH2:11][CH2:12][O:13][c:14]1[cH:15][cH:16][c:17]([N+:20](=[O:21])[O-:22])[cH:18][cH:19]1)[CH2:25][CH3:26])=[O:23]. Starting materials: OC(c1ccc(Br)cc1)(C(F)(F)F)C(F)(F)F, CCC1CN(C(=O)OC(C)(C)C)CCN1, Cc1ccccc1, CC(C)(C)[O-], CC(C)Oc1cccc(OC(C)C)c1-c1ccccc1P(C1CCCCC1)C1CCCCC1, Cl, [Na+], O=C(C=Cc1ccccc1)C=Cc1ccccc1, O=C(C=Cc1ccccc1)C=Cc1ccccc1, O=C(C=Cc1ccccc1)C=Cc1ccccc1, [Pd], [Pd]. Product: CCC1CN(C(=O)OC(C)(C)C)CCN1c1ccc(C(O)(C(F)(F)F)C(F)(F)F)cc1. As a reaction SMILES: [Br:1][c:2]1[cH:3][cH:4][c:5]([C:8]([C:9]([F:10])([F:11])[F:12])([C:13]([F:14])([F:15])[F:16])[OH:17])[cH:6][cH:7]1.[CH2:19]([CH3:20])[CH:21]1[CH2:22][N:23]([C:27](=[O:28])[O:29][C:30]([CH3:31])([CH3:32])[CH3:33])[CH2:24][CH2:25][NH:26]1.[CH3:129][c:130]1[cH:131][cH:132][cH:133][cH:134][cH:135]1.[CH3:34][C:35]([CH3:36])([O-:37])[CH3:38].[CH:40]1([P:41]([CH:42]2[CH2:43][CH2:44][CH2:45][CH2:46][CH2:47]2)[c:48]2[cH:49][cH:50][cH:51][cH:52][c:53]2-[c:54]2[c:55]([O:56][CH:57]([CH3:58])[CH3:59])[cH:60][cH:61][cH:62][c:63]2[O:64][CH:65]([CH3:66])[CH3:67])[CH2:68][CH2:69][CH2:70][CH2:71][CH2:72]1.[ClH:18].[Na+:39].[O:111]=[C:112]([CH:113]=[CH:114][c:115]1[cH:116][cH:117][cH:118][cH:119][cH:120]1)[CH:121]=[CH:122][c:123]1[cH:124][cH:125][cH:126][cH:127][cH:128]1.[O:75]=[C:76]([CH:77]=[CH:78][c:79]1[cH:80][cH:81][cH:82][cH:83][cH:84]1)[CH:85]=[CH:86][c:87]1[cH:88][cH:89][cH:90][cH:91][cH:92]1.[O:93]=[C:94]([CH:95]=[CH:96][c:97]1[cH:98][cH:99][cH:100][cH:101][cH:102]1)[CH:103]=[CH:104][c:105]1[cH:106][cH:107][cH:108][cH:109][cH:110]1.[Pd:73].[Pd:74]>>[c:2]1([N:26]2[CH:21]([CH2:19][CH3:20])[CH2:22][N:23]([C:27](=[O:28])[O:29][C:30]([CH3:31])([CH3:32])[CH3:33])[CH2:24][CH2:25]2)[cH:3][cH:4][c:5]([C:8]([C:9]([F:10])([F:11])[F:12])([C:13]([F:14])([F:15])[F:16])[OH:17])[cH:6][cH:7]1. Reactants: CN(C=O)C (N,N-dimethylformamide), Cl (hydrochloric acid), N(=O)OC(C)(C)C (tert-butyl nitrite), CN(C=O)C (N,N-dimethylformamide), NC=1C=C(C(=O)NC2=C(C=C(C=C2C)C(C(F)(F)F)(C(F)(F)F)F)CC)C=CC1N1N=CN=C1 (3-amino-N-[2-ethyl-4-(1,1,1,2,3, 3,3-heptafluoropropan-2-yl)-6-methylphenyl]-4-(1H-1,2,4-triazol-1-yl) benzamide). The solvent is O (water). Reaction conditions: temperature 65 celsius. Product: C(C)C1=C(C(=CC(=C1)C(C(F)(F)F)(C(F)(F)F)F)C)NC(C1=CC=C(C=C1)N1N=CN=C1)=O (N-[2-ethyl-4-(1,1,1,2,3,3,3-heptafluoropropan-2-yl)-6-methylphenyl]-4-(1H-1,2,4-triazol-1-yl)benzamide). Isolated yield 64.0%. As a reaction SMILES: CN(C)C=O.N(OC(C)(C)C)=O.Cl.N[C:15]1[CH:16]=[C:17]([CH:40]=[CH:41][C:42]=1[N:43]1[CH:47]=[N:46][CH:45]=[N:44]1)[C:18]([NH:20][C:21]1[C:26]([CH3:27])=[CH:25][C:24]([C:28]([F:37])([C:33]([F:36])([F:35])[F:34])[C:29]([F:32])([F:31])[F:30])=[CH:23][C:22]=1[CH2:38][CH3:39])=[O:19]>O>[CH2:38]([C:22]1[CH:23]=[C:24]([C:28]([F:37])([C:33]([F:34])([F:35])[F:36])[C:29]([F:31])([F:32])[F:30])[CH:25]=[C:26]([CH3:27])[C:21]=1[NH:20][C:18](=[O:19])[C:17]1[CH:40]=[CH:41][C:42]([N:43]2[CH:47]=[N:46][CH:45]=[N:44]2)=[CH:15][CH:16]=1)[CH3:39]. Procedure details: N,N-dimethylformamide (3 ml) was heated to 65° C. and added with tert-butyl nitrite (0.15 g). To the solution, an N,N-dimethylformamide solution (2 ml) in which 3-amino-N-[2-ethyl-4-(1,1,1,2,3, 3,3-heptafluoropropan-2-yl)-6-methylphenyl]-4-(1H-1,2,4-triazol-1-yl) benzamide (0.5 g) has been dissolved was slowly added dropwise, while maintaining the temperature of 65° C. After confirming that no more gas is generated, the mixture was adjusted to room temperature and added with a mixture including ... Reactants: C(=O)N(C(C(=O)OCC)=CO)C1C(CCCC1CC)CC (ethyl 2-(N-formyl-2,6-diethylcyclohexylamino)-3-hydroxy-acrylate), Cl (hydrochloric acid), C(=O)N (formamide). Yields the product C(C)C1C(C(CCC1)CC)N1C=NC=C1C(=O)OCC (ethyl 1-(2,6-diethylcyclohexyl)-imidazole-5-carboxylate). Yield: 55.0%. Reaction SMILES: [CH:1]([N:3]([CH:12]1[CH:17]([CH2:18][CH3:19])[CH2:16][CH2:15][CH2:14][CH:13]1[CH2:20][CH3:21])[C:4](=[CH:10]O)[C:5]([O:7][CH2:8][CH3:9])=[O:6])=O.Cl.C([NH2:25])=O>>[CH2:20]([CH:13]1[CH2:14][CH2:15][CH2:16][CH:17]([CH2:18][CH3:19])[CH:12]1[N:3]1[C:4]([C:5]([O:7][CH2:8][CH3:9])=[O:6])=[CH:10][N:25]=[CH:1]1)[CH3:21]. Procedure details: 39.7 g (0.13 mol) of ethyl 2-(N-formyl-2,6-diethylcyclohexylamino)-3-hydroxy-acrylate, together with 240 ml of formamide and 24 ml of concentrated hydrochloric acid, were heated at 150° C. for 6 hours. After cooling, the mixture was extracted twice with diisopropyl ether, the organic phase was washed twice with water, dried over sodium sulfate and evaporated, and the residue was chromatographed over a silica gel column (mobile phase 7:3 petroleum ether (low-boiling)/ethyl acetate). 20.5 g (55% o... Reactants: C(C)(=O)[O-].[Na+] (sodium acetate), C1(CCCC=2C3=CC=CC=C3NC12)=O (2,3,4,9-tetrahydro-1H-carbazol-1-one), Cl.NO (hydroxylamine hydrochloride). Run in O (water), C(C)O (ethanol), O (water). Reaction conditions: time 15 minute. Product: C1(CCCC=2C3=CC=CC=C3NC12)N (2,3,4,9-tetrahydro-1H-carbazol-1-amine). Reaction SMILES: [C:1]1(=O)[C:13]2[NH:12][C:11]3[C:6](=[CH:7][CH:8]=[CH:9][CH:10]=3)[C:5]=2[CH2:4][CH2:3][CH2:2]1.Cl.[NH2:16]O.C([O-])(=O)C.[Na+]>C(O)C.O>[CH:1]1([NH2:16])[C:13]2[NH:12][C:11]3[C:6](=[CH:7][CH:8]=[CH:9][CH:10]=3)[C:5]=2[CH2:4][CH2:3][CH2:2]1 |f:1.2,3.4|. Reported procedure: To a solution of 2,3,4,9-tetrahydro-1H-carbazol-1-one (1.5 g, 8.10 mmol) in ethanol (20 mL) was added a solution of hydroxylamine hydrochloride (1.13 g, 16.2 mmol) in water (10 mL) and a solution of sodium acetate (2.19 g, 26.7 mmol) in water (10 mL). The reaction mixture was heated at reflux for 2 h, cooled, and concentrated. The residue was diluted with water and extracted with ethyl acetate (2×100 mL). The organic phase was dried over sodium sulfate, filtered, and concentrated to a brown soli...